From a dataset of the Open Reaction Database (ORD), a public repository of structured organic reaction records. describe an organic reaction: reactants, conditions, products, and yield Starting materials: O=C(Nc1ccccc1)c1cn2cc(Br)ccc2n1, CCOC(=O)c1cn2cc(C#N)ccc2n1. Product: N#Cc1ccc2nc(C(=O)Nc3ccccc3)cn2c1. RXN SMILES: [Br:1][c:2]1[cH:3][cH:4][c:5]2[n:6]([cH:7]1)[cH:8][c:9]([C:11](=[O:12])[NH:13][c:14]1[cH:15][cH:16][cH:17][cH:18][cH:19]1)[n:10]2.[C:20](#[N:21])[c:22]1[cH:23][cH:24][c:25]2[n:26]([cH:27][c:28]([C:29]([O:30][CH2:31][CH3:32])=[O:33])[n:34]2)[cH:35]1>>[c:2]1([C:20]#[N:21])[cH:3][cH:4][c:5]2[n:6]([cH:7]1)[cH:8][c:9]([C:11](=[O:12])[NH:13][c:14]1[cH:15][cH:16][cH:17][cH:18][cH:19]1)[n:10]2. Starting materials: [N+](=O)([O-])C=1C=C(C=CC1)C1=NC(=NO1)C=1C=NC=CC1 (5-(3-nitrophenyl)-3-(pyridin-3-yl)-1,2,4-oxadiazole), N (NH3). The product is N1=CC(=CC=C1)C1=NOC(=N1)C=1C=C(N)C=CC1 (3-(3-(pyridin-3-yl)-1,2,4-oxadiazol-5-yl)aniline). RXN SMILES: [N+:1]([C:4]1[CH:5]=[C:6]([C:10]2[O:14][N:13]=[C:12]([C:15]3[CH:16]=[N:17][CH:18]=[CH:19][CH:20]=3)[N:11]=2)[CH:7]=[CH:8][CH:9]=1)([O-])=O.N>>[N:17]1[CH:18]=[CH:19][CH:20]=[C:15]([C:12]2[N:11]=[C:10]([C:6]3[CH:5]=[C:4]([CH:9]=[CH:8][CH:7]=3)[NH2:1])[O:14][N:13]=2)[CH:16]=1. Reported procedure: The title compound was prepared according to the procedure of Example 46 using the product of Example 40. 1H NMR (300 MHz, DMSO-d6) δ ppm 5.60 (s, 2 H), 6.84-6.93 (m, 1 H), 7.24-7.33 (m, 2 H), 7.41 (d, J=1.7 Hz, 1 H), 7.60-7.67 (m, 1 H), 8.38-8.45 (m, 1 H), 8.81 (dd, J=5.1, 1.7 Hz, 1 H), 9.23 (d, J=2.4 Hz, 1 H) ppm; MS (DCI/NH3) m/z 239 (M+H)+, 256 (M+NH4)+. Starting materials: C(C)OC1=CC=C(C=N1)C(=O)O (6-ethoxy-3-pyridinecarboxylic acid), Cl.ClC=1C=C(C=CC1[C@@H]1CNCCO1)NC(C1=CC(=NC=C1)OCC)=O ((R)—N-(3-Chloro-4-(morpholin-2-yl)phenyl)-2-ethoxyisonicotinamide hydrochloride). Product: Cl.ClC=1C=C(C=CC1[C@H]1CNCCO1)NC(C1=CN=C(C=C1)OCC)=O ((S)—N-(3-Chloro-4-(morpholin-2-yl)phenyl)-6-ethoxynicotinamide hydrochloride). As a reaction SMILES: [CH2:1]([O:3][C:4]1[N:9]=[CH:8][C:7]([C:10]([OH:12])=O)=[CH:6][CH:5]=1)[CH3:2].Cl.[Cl:14][C:15]1[CH:16]=[C:17]([NH:27]C(=O)C2C=CN=C(OCC)C=2)[CH:18]=[CH:19][C:20]=1[C@H:21]1[O:26][CH2:25][CH2:24][NH:23][CH2:22]1>>[ClH:14].[Cl:14][C:15]1[CH:16]=[C:17]([NH:27][C:10](=[O:12])[C:7]2[CH:6]=[CH:5][C:4]([O:3][CH2:1][CH3:2])=[N:9][CH:8]=2)[CH:18]=[CH:19][C:20]=1[C@@H:21]1[O:26][CH2:25][CH2:24][NH:23][CH2:22]1 |f:1.2,3.4|. Procedure: In analogy to Example 83, step a) using 6-ethoxy-3-pyridinecarboxylic acid (CAS 97455-65-7) instead of 2-(trifluoromethyl)-4-pyridinecarboxylic acid (CAS 131747-41-6) and (−)-(S)-2-(4-Amino-2-chloro-phenyl)-morpholine-4-carboxylic acid tert-butyl ester (preparation described in example 91) instead of (+)-(R)-2-(4-Amino-2-fluoro-phenyl)-morpholine-4-carboxylic acid tert-butyl ester. White solid. MS (ISP): 362.0 ([M+H]+) Reactants: [Br-], Nc1ccnc(Cl)c1, [Na+], CC(C)C(O)(c1ccc(B(O)O)cc1)c1cn(C(c2ccccc2)(c2ccccc2)c2ccccc2)cn1, c1ccc(P(c2ccccc2)(c2ccccc2)[Pd](P(c2ccccc2)(c2ccccc2)c2ccccc2)(P(c2ccccc2)(c2ccccc2)c2ccccc2)P(c2ccccc2)(c2ccccc2)c2ccccc2)cc1. The product is CC(C)C(O)(c1ccc(-c2cc(N)ccn2)cc1)c1cn(C(c2ccccc2)(c2ccccc2)c2ccccc2)cn1. Reaction SMILES: [Br-:48].[NH2:39][c:40]1[cH:41][c:42]([Cl:46])[n:43][cH:44][cH:45]1.[Na+:47].[OH:1][C:2]([CH:3]([CH3:4])[CH3:5])([c:6]1[n:7][cH:8][n:9]([C:11]([c:12]2[cH:13][cH:14][cH:15][cH:16][cH:17]2)([c:18]2[cH:19][cH:20][cH:21][cH:22][cH:23]2)[c:24]2[cH:25][cH:26][cH:27][cH:28][cH:29]2)[cH:10]1)[c:30]1[cH:31][cH:32][c:33]([B:36]([OH:37])[OH:38])[cH:34][cH:35]1.[cH:49]1[cH:50][cH:51][c:52]([P:53]([Pd:54]([P:55]([c:56]2[cH:57][cH:58][cH:59][cH:60][cH:61]2)([c:62]2[cH:63][cH:64][cH:65][cH:66][cH:67]2)[c:68]2[cH:69][cH:70][cH:71][cH:72][cH:73]2)([P:74]([c:75]2[cH:76][cH:77][cH:78][cH:79][cH:80]2)([c:81]2[cH:82][cH:83][cH:84][cH:85][cH:86]2)[c:87]2[cH:88][cH:89][cH:90][cH:91][cH:92]2)[P:93]([c:94]2[cH:95][cH:96][cH:97][cH:98][cH:99]2)([c:100]2[cH:101][cH:102][cH:103][cH:104][cH:105]2)[c:106]2[cH:107][cH:108][cH:109][cH:110][cH:111]2)([c:112]2[cH:113][cH:114][cH:115][cH:116][cH:117]2)[c:118]2[cH:119][cH:120][cH:121][cH:122][cH:123]2)[cH:124][cH:125]1>>[OH:1][C:2]([CH:3]([CH3:4])[CH3:5])([c:6]1[n:7][cH:8][n:9]([C:11]([c:12]2[cH:13][cH:14][cH:15][cH:16][cH:17]2)([c:18]2[cH:19][cH:20][cH:21][cH:22][cH:23]2)[c:24]2[cH:25][cH:26][cH:27][cH:28][cH:29]2)[cH:10]1)[c:30]1[cH:31][cH:32][c:33](-[c:42]2[cH:41][c:40]([NH2:39])[cH:45][cH:44][n:43]2)[cH:34][cH:35]1. Starting materials: C(=O)(N1C=NC=C1)N1C=NC=C1 (carbonyldiimidazole), C(C)OC1=C2C(=C(C=3C(N(CC13)C1=CC=C(C=C1)CC(=O)O)=O)OCC)C=CC=C2 ([4-(4,9-diethoxy-1-oxo-1,3-dihydro-2H-benzo[f]isoindol-2-yl)phenyl]acetic acid), FC1=CC=C(C=C1)S(=O)(=O)N (4-fluorobenzenesulphonamide), C(C)(C)N(C(C)C)CC (N,N-diisopropylethylamine). The solvent is ClCCl (dichloromethane), ClCCl (dichloromethane). Run at time 8 hour. The product is C(C)OC1=C2C(=C(C=3C(N(CC13)C1=CC=C(C=C1)CC(=O)NS(=O)(=O)C1=CC=C(C=C1)F)=O)OCC)C=CC=C2 (N-{[4-(4,9-diethoxy-1-oxo-1,3-dihydro-2H-benzo[f]isoindol-2-yl)phenyl]acetyl}-4-fluorobenzenesulfonamide). Yield: 35.3%. RXN SMILES: C(N1C=CN=C1)(N1C=CN=C1)=O.[CH2:13]([O:15][C:16]1[C:24]2[CH2:23][N:22]([C:25]3[CH:30]=[CH:29][C:28]([CH2:31][C:32](O)=[O:33])=[CH:27][CH:26]=3)[C:21](=[O:35])[C:20]=2[C:19]([O:36][CH2:37][CH3:38])=[C:18]2[CH:39]=[CH:40][CH:41]=[CH:42][C:17]=12)[CH3:14].[F:43][C:44]1[CH:49]=[CH:48][C:47]([S:50]([NH2:53])(=[O:52])=[O:51])=[CH:46][CH:45]=1.C(N(CC)C(C)C)(C)C>ClCCl>[CH2:13]([O:15][C:16]1[C:24]2[CH2:23][N:22]([C:25]3[CH:30]=[CH:29][C:28]([CH2:31][C:32]([NH:53][S:50]([C:47]4[CH:46]=[CH:45][C:44]([F:43])=[CH:49][CH:48]=4)(=[O:52])=[O:51])=[O:33])=[CH:27][CH:26]=3)[C:21](=[O:35])[C:20]=2[C:19]([O:36][CH2:37][CH3:38])=[C:18]2[CH:39]=[CH:40][CH:41]=[CH:42][C:17]=12)[CH3:14]. Procedure details: To a solution of carbonyldiimidazole (13.2 mg, 0.081 mmol) and [4-(4,9-diethoxy-1-oxo-1,3-dihydro-2H-benzo[f]isoindol-2-yl)phenyl]acetic acid (30 mg, 0.074 mmol) in dichloromethane (2 ml) was added 4-fluorobenzenesulphonamide (14.3 mg, 0.081 mmol) and N,N-diisopropylethylamine (10.5 mg, 0.81 mmol). The mixture was stirred at ambient temperature under an atmosphere of nitrogen overnight. The reaction mixture was diluted with dichloromethane (3 ml) and then washed with 2N hydrochloric acid (5 ml).... Starting materials: CCCCS(=O)(=O)N(Cc1ccc(-c2ccccc2-c2nnn[nH]2)cc1)C(C)C(=O)OC(C)(C)C, CC(=O)O, Cl. The product is CCCCS(=O)(=O)N(Cc1ccc(-c2ccccc2-c2nnn[nH]2)cc1)C(C)C(=O)O. RXN SMILES: [CH2:1]([CH2:2][CH2:3][CH3:4])[S:5](=[O:6])(=[O:7])[N:8]([CH2:9][c:10]1[cH:11][cH:12][c:13](-[c:16]2[c:17](-[c:22]3[n:23][n:24][n:25][nH:26]3)[cH:18][cH:19][cH:20][cH:21]2)[cH:14][cH:15]1)[CH:27]([CH3:28])[C:29](=[O:30])[O:31][C:32]([CH3:33])([CH3:34])[CH3:35].[CH3:37][C:38](=[O:39])[OH:40].[ClH:36]>>[CH2:1]([CH2:2][CH2:3][CH3:4])[S:5](=[O:6])(=[O:7])[N:8]([CH2:9][c:10]1[cH:11][cH:12][c:13](-[c:16]2[c:17](-[c:22]3[n:23][n:24][n:25][nH:26]3)[cH:18][cH:19][cH:20][cH:21]2)[cH:14][cH:15]1)[CH:27]([CH3:28])[C:29](=[O:30])[OH:31]. The reactants are C(C1=CC=CC=C1)(=O)O[C@@H]1[C@@H](O[C@H]([C@@H]1OC(C1=CC=CC=C1)=O)COC(C1=CC=CC=C1)=O)N1C(=O)NC(=S)C=C1 (1-(2,3,5-Tri-O-benzoyl-α-L-ribofuranosyl)-4-thiouracil). Solvent: N.CO (NH3 MeOH). Product: [C@@H]1([C@@H](O)[C@@H](O)[C@@H](O1)CO)N1C(=O)NC(=S)C=C1 (1-α-L-Ribofuranosyl-4-thiouracil). The yield is 67.1%. As a reaction SMILES: C([O:9][C@H:10]1[C@@H:14]([O:15]C(=O)C2C=CC=CC=2)[C@H:13]([CH2:24][O:25]C(=O)C2C=CC=CC=2)[O:12][C@H:11]1[N:34]1[CH:41]=[CH:40][C:38](=[S:39])[NH:37][C:35]1=[O:36])(=O)C1C=CC=CC=1>N.CO>[C@@H:11]1([N:34]2[CH:41]=[CH:40][C:38](=[S:39])[NH:37][C:35]2=[O:36])[O:12][C@@H:13]([CH2:24][OH:25])[C@H:14]([OH:15])[C@@H:10]1[OH:9] |f:1.2|. Reported procedure: Compound 19 (0.61 g, 1.06 mmol) in NH3 /MeOH (40 ml) was stirred at room temperature overnight. The solvent was evaporated and the residue was purified on preparative plates using MeOH/CHCl3 (20%) to give pure compound 21 (0.185 g, 66.5%) as yellow foam.